Dataset: the Open Reaction Database (ORD), a public repository of structured organic reaction records. Task: describe an organic reaction: reactants, conditions, products, and yield The reactants are BrC(Br)(Br)Br, O=C([O-])O, CN(C)C=O, [Na+], O, CC1(C)OCC(CCO)CO1, c1ccc(P(c2ccccc2)c2ccccc2)cc1. Product: CC1(C)OCC(CCBr)CO1. RXN SMILES: [C:12]([Br:13])([Br:14])([Br:15])[Br:16].[C:42](=[O:43])([OH:44])[O-:45].[CH3:37][N:38]([CH3:39])[CH:40]=[O:41].[Na+:46].[OH2:36].[OH:1][CH2:2][CH2:3][CH:4]1[CH2:5][O:6][C:7]([CH3:10])([CH3:11])[O:8][CH2:9]1.[c:17]1([P:18]([c:19]2[cH:20][cH:21][cH:22][cH:23][cH:24]2)[c:25]2[cH:26][cH:27][cH:28][cH:29][cH:30]2)[cH:31][cH:32][cH:33][cH:34][cH:35]1>>[CH2:2]([CH2:3][CH:4]1[CH2:5][O:6][C:7]([CH3:10])([CH3:11])[O:8][CH2:9]1)[Br:13]. Reactants: ClC=1NC2=CC=CC=C2C1C(=O)OC (methyl 2-chloroindole-3-carboxylate), [H-].[Na+] (sodium hydride), material, BrCCCN (3-bromopropylamine). The solvent is C1CCOC1 (THF), C1CCOC1 (THF), C1(=CC=CC=C1)C (toluene). Run at time 20 minute. Yields the product N1CCCN2C1=C(C=1C=CC=CC21)C(=O)OC (Methyl 1,2,3,4-tetrahydropyrimido[1,2-a]indole-10-carboxylate). RXN SMILES: Cl[C:2]1[NH:3][C:4]2[C:9]([C:10]=1[C:11]([O:13][CH3:14])=[O:12])=[CH:8][CH:7]=[CH:6][CH:5]=2.[H-].[Na+].Br[CH2:18][CH2:19][CH2:20][NH2:21]>C1COCC1.C1(C)C=CC=CC=1>[NH:21]1[C:2]2=[C:10]([C:11]([O:13][CH3:14])=[O:12])[C:9]3[CH:8]=[CH:7][CH:6]=[CH:5][C:4]=3[N:3]2[CH2:18][CH2:19][CH2:20]1 |f:1.2|. Procedure: A solution of methyl 2-chloroindole-3-carboxylate (D11a, 1.5 g, 0.0071 mole) in THF (30 ml) under argon was treated with sodium hydride (215 mg of 80% oil dispersion, 0.0071 mole) and stirred for 20 minutes. The resulting solution was treated with a solution of 3-bromopropylamine (0.0093 mole) in toluene (15 ml) and a white gelatinous precipitate formed. This mixture was diluted with more THF (30 ml) and heated under reflux for 18 h, then concentrated in vacuo and the residue shaken well with et...